The task is: describe an organic reaction: reactants, conditions, products, and yield. This data is from the Open Reaction Database (ORD), a public repository of structured organic reaction records. The reactants are Cl.C1(CCCCC1)CCCCCCCCNC1=CC=C(C(=O)Cl)C=C1 (p-(8-cyclohexyloctyl)aminobenzoyl chloride hydrochloride), C1(=CC=CC=C1)S(=O)(=O)N.[Na] (sodium benzenesulfonamide). Run in CC(=O)N(C)C (dimethylacetamide). Conditions: time 30 minute. The product is C1(CCCCC1)CCCCCCCCNC1=CC=C(C(=O)NS(=O)(=O)C2=CC=CC=C2)C=C1 (p-(8-cyclohexyloctylamino)-N-(phenylsulfonyl)benzamide). Reaction SMILES: Cl.[CH:2]1([CH2:8][CH2:9][CH2:10][CH2:11][CH2:12][CH2:13][CH2:14][CH2:15][NH:16][C:17]2[CH:25]=[CH:24][C:20]([C:21](Cl)=[O:22])=[CH:19][CH:18]=2)[CH2:7][CH2:6][CH2:5][CH2:4][CH2:3]1.[C:26]1([S:32]([NH2:35])(=[O:34])=[O:33])[CH:31]=[CH:30][CH:29]=[CH:28][CH:27]=1.[Na]>CC(N(C)C)=O>[CH:2]1([CH2:8][CH2:9][CH2:10][CH2:11][CH2:12][CH2:13][CH2:14][CH2:15][NH:16][C:17]2[CH:25]=[CH:24][C:20]([C:21]([NH:35][S:32]([C:26]3[CH:31]=[CH:30][CH:29]=[CH:28][CH:27]=3)(=[O:34])=[O:33])=[O:22])=[CH:19][CH:18]=2)[CH2:7][CH2:6][CH2:5][CH2:4][CH2:3]1 |f:0.1,2.3,^1:35|. Procedure details: To the resulting oily residue of p-(8-cyclohexyloctyl)aminobenzoyl chloride hydrochloride is added, in one portion, the previously prepared mixture of sodium benzenesulfonamide in dimethylacetamide. The mixture is stirred for 30 minutes, without cooling, and is then filtered through a bed of diatomaceous earth. The filtrate is poured into 2 l. of water, and 250 ml. of saturated sodium chloride solution is added to coagulate the precipitate. The mixture is filtered and the product is washed with ... Reactants: FC=1C=C(C=CC1S(=O)(=O)C1=C(C=CC=C1)Cl)C1=C(C=CC(=C1)F)OC (2-chlorophenyl 3,5′-difluoro-2′-methoxybiphenyl-4-yl sulfone), B(Br)(Br)Br (boron tribromide). Product: ClC1=C(C=CC=C1)S(=O)(=O)C1=C(C=C(C=C1)C=1C(=CC=C(C1)F)O)F (4′-[(2-chlorophenyl)sulfonyl]-3′,5-difluorobiphenyl-2-ol). Reaction SMILES: [F:1][C:2]1[CH:3]=[C:4]([C:18]2[CH:23]=[C:22]([F:24])[CH:21]=[CH:20][C:19]=2[O:25]C)[CH:5]=[CH:6][C:7]=1[S:8]([C:11]1[CH:16]=[CH:15][CH:14]=[CH:13][C:12]=1[Cl:17])(=[O:10])=[O:9].B(Br)(Br)Br>>[Cl:17][C:12]1[CH:13]=[CH:14][CH:15]=[CH:16][C:11]=1[S:8]([C:7]1[CH:6]=[CH:5][C:4]([C:18]2[C:19]([OH:25])=[CH:20][CH:21]=[C:22]([F:24])[CH:23]=2)=[CH:3][C:2]=1[F:1])(=[O:9])=[O:10]. Procedure: The subtitle compound was prepared by the method of example 2 step (iii) using the product of step (iii) and boron tribromide. Reactants: CCO, CC1(C)OC2C(CO)CC(Nc3nc(Cl)nc(NC4CCc5ccccc54)n3)C2O1, [H][H]. Product: CC1(C)OC2C(CO)CC(Nc3ncnc(NC4CCc5ccccc54)n3)C2O1. Reaction SMILES: [CH3:33][CH2:34][OH:35].[Cl:1][c:2]1[n:3][c:4]([NH:18][CH:19]2[CH2:20][CH:21]([CH2:29][OH:30])[CH:22]3[CH:23]2[O:24][C:25]([CH3:27])([CH3:28])[O:26]3)[n:5][c:6]([NH:8][CH:9]2[CH2:10][CH2:11][c:12]3[cH:13][cH:14][cH:15][cH:16][c:17]32)[n:7]1.[H:31][H:32]>>[cH:2]1[n:3][c:4]([NH:18][CH:19]2[CH2:20][CH:21]([CH2:29][OH:30])[CH:22]3[CH:23]2[O:24][C:25]([CH3:27])([CH3:28])[O:26]3)[n:5][c:6]([NH:8][CH:9]2[CH2:10][CH2:11][c:12]3[cH:13][cH:14][cH:15][cH:16][c:17]32)[n:7]1. Starting materials: ClC1=C2C=C(N(C2=CC(=C1)OC1=CC=C(C=C1)[N+](=O)[O-])C)C(=O)OCC (ethyl 4-chloro-1-methyl-6-(4-nitrophenoxy)-2-indolecarboxylate), Cl.NC(=N)N (guanidine hydrochloride), C[O-].[Na+] (sodium methoxide). The solvent is CO (methanol). The product is ClC1=C2C=C(NC2=CC(=C1)OC1=CC=C(C=C1)[N+](=O)[O-])C(=O)N=C(NC)N (4-chloro-1-methyl-6-(4-nitrophenoxy)-2-indoloylguanidine). Isolated yield 46.9%. RXN SMILES: [Cl:1][C:2]1[CH:10]=[C:9]([O:11][C:12]2[CH:17]=[CH:16][C:15]([N+:18]([O-:20])=[O:19])=[CH:14][CH:13]=2)[CH:8]=[C:7]2[C:3]=1[CH:4]=[C:5]([C:22]([O:24]CC)=O)[N:6]2C.Cl.[NH2:28][C:29]([NH2:31])=[NH:30].[CH3:32][O-].[Na+]>CO>[Cl:1][C:2]1[CH:10]=[C:9]([O:11][C:12]2[CH:17]=[CH:16][C:15]([N+:18]([O-:20])=[O:19])=[CH:14][CH:13]=2)[CH:8]=[C:7]2[C:3]=1[CH:4]=[C:5]([C:22]([N:30]=[C:29]([NH2:31])[NH:28][CH3:32])=[O:24])[NH:6]2 |f:1.2,3.4|. Procedure: The reaction was carried out in a manner similar to Example 186 b) except for using 0.45 g (1.32 mmol) of ethyl 4-chloro-1-methyl-6-(4-nitrophenoxy)-2-indolecarboxylate, 2.52 g (26.4 mmol) of guanidine hydrochloride, 1.42 g (26.4 mmol) of sodium methoxide and 25 ml of methanol. Thus, 0.24 g (47.0%) of 4-chloro-1-methyl-6-(4-nitrophenoxy)-2-indoloylguanidine was obtained. The reactants are C(C)(C)(C)C=1C(=C(C=C(C1)C(C)(C)C)CCC(=O)O)O (3-(3',5'-di-tert-butylhydroxyphenyl)propionic acid), S(=O)(Cl)Cl (thionyl chloride). Run in C1(=CC=CC=C1)C (toluene). Conditions: temperature 70 celsius, time 4 hour. Product: C(C)(C)(C)C=1C(=C(C=C(C1)C(C)(C)C)CCC(=O)Cl)O (3-(3',5'-di-tert-butylhydroxyphenyl)propionyl chloride). Yield: 95.0%. Reaction SMILES: [C:1]([C:5]1[C:6]([OH:20])=[C:7]([CH2:15][CH2:16][C:17](O)=[O:18])[CH:8]=[C:9]([C:11]([CH3:14])([CH3:13])[CH3:12])[CH:10]=1)([CH3:4])([CH3:3])[CH3:2].S(Cl)([Cl:23])=O>C1(C)C=CC=CC=1>[C:1]([C:5]1[C:6]([OH:20])=[C:7]([CH2:15][CH2:16][C:17]([Cl:23])=[O:18])[CH:8]=[C:9]([C:11]([CH3:14])([CH3:13])[CH3:12])[CH:10]=1)([CH3:4])([CH3:3])[CH3:2]. Reported procedure: Operating under a nitrogen current, 29.8 g of methyl 3-(3',5'-di-tert-butylhydroxyphenyl)propionate, 80 mL of ethanol, and 6 g of sodium hydroxide were introduced in a 0.5-L four-neck flask equipped with a stirrer, addition funnel, and thermometer and were stirred for 1 hour while heating under reflux. After completion of the stirring period, the ethanol was removed by distillation and the reaction mass was then neutralized by the gradual addition of concentrated hydrochloric acid. 150 mL of a 1...